This data is from the Open Reaction Database (ORD), a public repository of structured organic reaction records. The task is: describe an organic reaction: reactants, conditions, products, and yield Reactants: CCCCCCCCOc1ccc(Br)cc1, CCO, ClCCl, CCCCCCCCOc1ccc(-c2ccc(B(O)O)c(F)n2)cc1, [Na+], [Na+], O=C([O-])[O-], O, c1ccccc1, c1ccc(P(c2ccccc2)(c2ccccc2)[Pd](P(c2ccccc2)(c2ccccc2)c2ccccc2)(P(c2ccccc2)(c2ccccc2)c2ccccc2)P(c2ccccc2)(c2ccccc2)c2ccccc2)cc1. Product: CCCCCCCCOc1ccc(-c2ccc(-c3ccc(OCCCCCCCC)cc3)c(F)n2)cc1. As a reaction SMILES: [Br:26][c:27]1[cH:28][cH:29][c:30]([O:33][CH2:34][CH2:35][CH2:36][CH2:37][CH2:38][CH2:39][CH2:40][CH3:41])[cH:31][cH:32]1.[CH3:51][CH2:52][OH:53].[Cl:48][CH2:49][Cl:50].[F:1][c:2]1[n:3][c:4](-[c:11]2[cH:12][cH:13][c:14]([O:17][CH2:18][CH2:19][CH2:20][CH2:21][CH2:22][CH2:23][CH2:24][CH3:25])[cH:15][cH:16]2)[cH:5][cH:6][c:7]1[B:8]([OH:9])[OH:10].[Na+:42].[Na+:43].[O-:44][C:45](=[O:46])[O-:47].[OH2:60].[cH:54]1[cH:55][cH:56][cH:57][cH:58][cH:59]1.[cH:61]1[cH:62][cH:63][c:64]([P:65]([Pd:66]([P:67]([c:68]2[cH:69][cH:70][cH:71][cH:72][cH:73]2)([c:74]2[cH:75][cH:76][cH:77][cH:78][cH:79]2)[c:80]2[cH:81][cH:82][cH:83][cH:84][cH:85]2)([P:86]([c:87]2[cH:88][cH:89][cH:90][cH:91][cH:92]2)([c:93]2[cH:94][cH:95][cH:96][cH:97][cH:98]2)[c:99]2[cH:100][cH:101][cH:102][cH:103][cH:104]2)[P:105]([c:106]2[cH:107][cH:108][cH:109][cH:110][cH:111]2)([c:112]2[cH:113][cH:114][cH:115][cH:116][cH:117]2)[c:118]2[cH:119][cH:120][cH:121][cH:122][cH:123]2)([c:124]2[cH:125][cH:126][cH:127][cH:128][cH:129]2)[c:130]2[cH:131][cH:132][cH:133][cH:134][cH:135]2)[cH:136][cH:137]1>>[F:1][c:2]1[n:3][c:4](-[c:11]2[cH:12][cH:13][c:14]([O:17][CH2:18][CH2:19][CH2:20][CH2:21][CH2:22][CH2:23][CH2:24][CH3:25])[cH:15][cH:16]2)[cH:5][cH:6][c:7]1-[c:27]1[cH:28][cH:29][c:30]([O:33][CH2:34][CH2:35][CH2:36][CH2:37][CH2:38][CH2:39][CH2:40][CH3:41])[cH:31][cH:32]1.